From a dataset of the Open Reaction Database (ORD), a public repository of structured organic reaction records. describe an organic reaction: reactants, conditions, products, and yield Reactants: C1(CC1)C(=O)Cl (Cyclopropanecarbonyl chloride), C1=CC(=CC=C1N=NC2C(=NN(C2=O)C3=CC=C(C=C3)S(=O)(=O)[O-])C(=O)[O-])S(=O)(=O)[O-].[Na+].[Na+].[Na+] (E102), CCN(C(C)C)C(C)C (DIEA), Cl.NCC1=C(C=C(C=C1)C(=O)N1C2=C(NC=3N(N=CC3C1)C)C=C(C=C2)Cl)F ((4-aminomethyl-3-fluoro-phenyl)-(6-chloro-3-methyl-4,10-dihydro-3H-2,3,4,9-tetraaza-benzo[f]azulen-9-yl)-methanone hydrochloride), C1=CC(=CC=C1N=NC2C(=NN(C2=O)C3=CC=C(C=C3)S(=O)(=O)[O-])C(=O)[O-])S(=O)(=O)[O-].[Na+].[Na+].[Na+] (E102). Run at time 1 hour. Run in ClCCl (dichloromethane). Procedure details: Cyclopropanecarbonyl chloride (0.045 ml, 0.5 mmol) was added to a solution of (4-aminomethyl-3-fluoro-phenyl)-(6-chloro-3-methyl-4,10-dihydro-3H-2,3,4,9-tetraaza-benzo[f]azulen-9-yl)-methanone hydrochloride from Example E102.2 (210 mg, 0.5 mmol) in dichloromethane (40 ml) and DIEA (0.30 ml, 1.7 mmol) at 0° C. The mixture was stirred for 1 h at room temperature then washed with saturated NaHCO3, brine, dried and concentrated in vacuo. The residue was purified by preparative HPLC (eluant; 0.5% 35%... Yield: 59.0%. Product: ClC=1C=CC2=C(NC=3N(N=CC3CN2C(=O)C2=CC(=C(CNC(=O)C3CC3)C=C2)F)C)C1 (Cyclopropanecarboxylic Acid 4-(6-chloro-3-methyl-4,10-dihydro-3H-2,3,4,9-tetraazabenzo[f]azulene-9-carbonyl)-2-fluoro-benzylamide). Reaction SMILES: [CH:1]1([C:4](Cl)=[O:5])[CH2:3][CH2:2]1.Cl.[NH2:8][CH2:9][C:10]1[CH:15]=[CH:14][C:13]([C:16]([N:18]2[CH2:27][C:26]3[CH:25]=[N:24][N:23]([CH3:28])[C:22]=3[NH:21][C:20]3[CH:29]=[C:30]([Cl:33])[CH:31]=[CH:32][C:19]2=3)=[O:17])=[CH:12][C:11]=1[F:34].C1C(N=NC2C(=O)N(C3C=CC(S([O-])(=O)=O)=CC=3)N=C2C([O-])=O)=CC=C(S([O-])(=O)=O)C=1.[Na+].[Na+].[Na+].CCN(C(C)C)C(C)C>ClCCl>[Cl:33][C:30]1[CH:31]=[CH:32][C:19]2[N:18]([C:16]([C:13]3[CH:14]=[CH:15][C:10]([CH2:9][NH:8][C:4]([CH:1]4[CH2:3][CH2:2]4)=[O:5])=[C:11]([F:34])[CH:12]=3)=[O:17])[CH2:27][C:26]3[CH:25]=[N:24][N:23]([CH3:28])[C:22]=3[NH:21][C:20]=2[CH:29]=1 |f:1.2,3.4.5.6|.